Dataset: the Open Reaction Database (ORD), a public repository of structured organic reaction records. Task: describe an organic reaction: reactants, conditions, products, and yield Reactants: CCCCCc1cc(OC2CCN(C(=O)OC(C)(C)C)CC2)c2ncccc2c1, Cl, C1COCCO1. The product is CCCCCc1cc(OC2CCNCC2)c2ncccc2c1. As a reaction SMILES: [CH2:1]([CH2:2][CH2:3][CH2:4][CH3:5])[c:6]1[cH:7][c:8]2[cH:9][cH:10][cH:11][n:12][c:13]2[c:14]([O:16][CH:17]2[CH2:18][CH2:19][N:20]([C:23]([O:24][C:25]([CH3:26])([CH3:27])[CH3:28])=[O:29])[CH2:21][CH2:22]2)[cH:15]1.[ClH:30].[O:31]1[CH2:32][CH2:33][O:34][CH2:35][CH2:36]1>>[CH2:1]([CH2:2][CH2:3][CH2:4][CH3:5])[c:6]1[cH:7][c:8]2[cH:9][cH:10][cH:11][n:12][c:13]2[c:14]([O:16][CH:17]2[CH2:18][CH2:19][NH:20][CH2:21][CH2:22]2)[cH:15]1. Reactants: Cn1c(C(F)(F)F)n[nH]c1=S, Cl, [Na+], [Na+], [OH-], OO, O=S([O-])O. Product: Cn1c(C(F)(F)F)nnc1S(=O)(=O)[O-], [Na+]. As a reaction SMILES: [CH3:1][n:2]1[c:3](=[S:11])[nH:4][n:5][c:6]1[C:7]([F:8])([F:9])[F:10].[ClH:19].[Na+:18].[Na+:21].[OH-:20].[OH:12][OH:13].[S:14](=[O:15])([OH:16])[O-:17]>>[CH3:1][n:2]1[c:3]([S:14](=[O:15])(=[O:16])[O-:17])[n:4][n:5][c:6]1[C:7]([F:8])([F:9])[F:10].[Na+:18]. Reactants: [OH-].[Na+] (sodium hydroxide), N([C@@H](C(C)C)C(=O)NCC(=O)OCC)C(=O)OC(C)(C)C (BOC-Val-Gly-OEt), Cl (hydrochloric acid). Run in CO (methanol). Reaction conditions: time 1 hour. The product is N([C@@H](C(C)C)C(=O)NCC(=O)O)C(=O)OC(C)(C)C (BOC-Val-Gly-OH). The yield is 90.5%. Reaction SMILES: [NH:1]([C:15]([O:17][C:18]([CH3:21])([CH3:20])[CH3:19])=[O:16])[C@H:2]([C:6]([NH:8][CH2:9][C:10]([O:12]CC)=[O:11])=[O:7])[CH:3]([CH3:5])[CH3:4].[OH-].[Na+].Cl>CO>[NH:1]([C:15]([O:17][C:18]([CH3:20])([CH3:19])[CH3:21])=[O:16])[C@H:2]([C:6]([NH:8][CH2:9][C:10]([OH:12])=[O:11])=[O:7])[CH:3]([CH3:4])[CH3:5] |f:1.2|. Procedure: To a solution of 5.80 g of BOC-Val-Gly-OEt dissolved in 10 ml of methanol, under cooling, was added 23 ml of 1N aqueous sodium hydroxide and the mixture was stirred for one hour, followed by adjustment of pH to 8.0 with 1N hydrochloric acid. The reaction mixture was concentrated under reduced pressure to evaporate methanol, and the aqueous layer was washed with diethyl ether and then adjusted to pH 2.0 with 1N hydrochloric acid. The aqueous layer was extracted with ethyl acetate, and the extract... Reactants: [Al+3], C1CCOC1, COC(=O)C=Cc1ccc(NC(=O)OCc2ccccc2)cc1F, [H-], [H-], [H-], [H-], [Li+]. Yields the product O=C(Nc1ccc(C=CCO)c(F)c1)OCc1ccccc1. As a reaction SMILES: [Al+3:2].[CH2:31]1[O:32][CH2:33][CH2:34][CH2:35]1.[CH2:7]([c:8]1[cH:9][cH:10][cH:11][cH:12][cH:13]1)[O:14][C:15](=[O:16])[NH:17][c:18]1[cH:19][c:20]([F:30])[c:21]([CH:24]=[CH:25][C:26](=[O:27])[O:28][CH3:29])[cH:22][cH:23]1.[H-:1].[H-:4].[H-:5].[H-:6].[Li+:3]>>[CH2:7]([c:8]1[cH:9][cH:10][cH:11][cH:12][cH:13]1)[O:14][C:15](=[O:16])[NH:17][c:18]1[cH:19][c:20]([F:30])[c:21]([CH:24]=[CH:25][CH2:26][OH:27])[cH:22][cH:23]1. Starting materials: CCOC(=O)c1c[nH]c(C(=O)OCC)c1C, CC(C)=O, CI, [K+], [K+], O=C([O-])[O-]. Product: CCOC(=O)c1cn(C)c(C(=O)OCC)c1C. As a reaction SMILES: [C:1](=[O:2])([O:3][CH2:4][CH3:5])[c:6]1[nH:7][cH:8][c:9]([C:12](=[O:13])[O:14][CH2:15][CH3:16])[c:10]1[CH3:11].[CH3:25][C:26](=[O:27])[CH3:28].[I:23][CH3:24].[K+:17].[K+:18].[O-:19][C:20]([O-:21])=[O:22]>>[C:1](=[O:2])([O:3][CH2:4][CH3:5])[c:6]1[n:7]([CH3:20])[cH:8][c:9]([C:12](=[O:13])[O:14][CH2:15][CH3:16])[c:10]1[CH3:11]. Starting materials: C(C1=CC=CC=C1)OC=1C=C(C=CC1OC)C(C(C(=O)OC)(C)C)=O (methyl 3-[3-(benzyloxy)-4-methoxyphenyl]-2,2-dimethyl-3-oxopropanoate), C(C1=CC=CC=C1)OC=1C=C(C=CC1OC)C(C(C(=O)OC)(C)C)=O (methyl 3-[3-(benzyloxy)-4-methoxyphenyl]-2,2-dimethyl-3-oxopropanoate), O.NN (hydrazine hydrate). The product is C(C1=CC=CC=C1)OC=1C=C(C=CC1OC)C=1C(C(NN1)=O)(C)C (5-[3-(benzyloxy)-4-methoxyphenyl]-4,4-dimethyl-2,4-dihydro-3H-pyrazol-3-one). Reaction SMILES: [CH2:1]([O:8][C:9]1[CH:10]=[C:11]([C:17](=O)[C:18]([CH3:24])([CH3:23])[C:19](OC)=[O:20])[CH:12]=[CH:13][C:14]=1[O:15][CH3:16])[C:2]1[CH:7]=[CH:6][CH:5]=[CH:4][CH:3]=1.O.[NH2:27][NH2:28]>>[CH2:1]([O:8][C:9]1[CH:10]=[C:11]([C:17]2[C:18]([CH3:24])([CH3:23])[C:19](=[O:20])[NH:27][N:28]=2)[CH:12]=[CH:13][C:14]=1[O:15][CH3:16])[C:2]1[CH:7]=[CH:6][CH:5]=[CH:4][CH:3]=1 |f:1.2|. Reported procedure: Prepared analogously as described for example C1 using methyl 3-[3-(benzyloxy)-4-methoxyphenyl]-2,2-dimethyl-3-oxopropanoate (compound D4) and hydrazine hydrate as starting compounds. The reactants are COC(C1=CC(=CC=C1)C=1C=NC=CC1)=O (3-pyridin-3-yl-benzoic acid methyl ester), C(C)(=O)OC(C)(C)C.[Li] (lithium tert-butyl acetate). The product is C(C)(C)(C)OC(CC(C1=CC(=CC=C1)C=1C=NC=CC1)=O)=O (3-Oxo-3-(3-pyridin-3-yl-phenyl)-propionic acid tert-butyl ester), oil. As a reaction SMILES: CO[C:3](=[O:16])[C:4]1[CH:9]=[CH:8][CH:7]=[C:6]([C:10]2[CH:11]=[N:12][CH:13]=[CH:14][CH:15]=2)[CH:5]=1.[C:17]([O:20][C:21]([CH3:24])([CH3:23])[CH3:22])(=[O:19])[CH3:18].[Li]>>[C:21]([O:20][C:17](=[O:19])[CH2:18][C:3](=[O:16])[C:4]1[CH:9]=[CH:8][CH:7]=[C:6]([C:10]2[CH:11]=[N:12][CH:13]=[CH:14][CH:15]=2)[CH:5]=1)([CH3:24])([CH3:23])[CH3:22] |f:1.2,^1:24|. Procedure: The title compound was prepared from 3-pyridin-3-yl-benzoic acid methyl ester [CAS-No. 79601-27-7] (1.00 g, 4.69 mmol) by treatment with lithium tert-butyl acetate according to general procedure K (method b). Obtained as an orange oil (673 mg).